This data is from the Open Reaction Database (ORD), a public repository of structured organic reaction records. The task is: describe an organic reaction: reactants, conditions, products, and yield Starting materials: CCOC(=O)c1cnc2ccc(F)nc2c1O, CN(C)C=O, CC(C)=O, ClC(Cl)Cl, O=C(Cl)C(=O)Cl. The product is CCOC(=O)c1cnc2ccc(F)nc2c1Cl. RXN SMILES: [CH2:1]([CH3:2])[O:3][C:4](=[O:5])[c:6]1[cH:7][n:8][c:9]2[cH:10][cH:11][c:12]([F:17])[n:13][c:14]2[c:15]1[OH:16].[CH3:24][N:25]([CH3:26])[CH:27]=[O:28].[CH3:29][C:30](=[O:31])[CH3:32].[CH:33]([Cl:34])([Cl:35])[Cl:36].[Cl:18][C:19]([C:20]([Cl:21])=[O:22])=[O:23]>>[CH2:1]([CH3:2])[O:3][C:4](=[O:5])[c:6]1[cH:7][n:8][c:9]2[cH:10][cH:11][c:12]([F:17])[n:13][c:14]2[c:15]1[Cl:18]. The reactants are COc1ccccc1CC(=O)O, CC(=O)OC(C)=O, CCN(C(C)C)C(C)C, O=Cc1ccccc1[N+](=O)[O-], O. Yields the product COc1ccccc1C(=Cc1ccccc1[N+](=O)[O-])C(=O)O. As a reaction SMILES: [CH3:12][O:13][c:14]1[c:15]([CH2:20][C:21](=[O:22])[OH:23])[cH:16][cH:17][cH:18][cH:19]1.[CH3:34][C:35]([O:36][C:37](=[O:38])[CH3:39])=[O:40].[CH:24]([N:25]([CH:26]([CH3:27])[CH3:28])[CH2:29][CH3:30])([CH3:31])[CH3:32].[N+:1](=[O:2])([O-:3])[c:4]1[c:5]([CH:6]=[O:7])[cH:8][cH:9][cH:10][cH:11]1.[OH2:33]>>[N+:1](=[O:2])([O-:3])[c:4]1[c:5]([CH:6]=[C:20]([c:15]2[c:14]([O:13][CH3:12])[cH:19][cH:18][cH:17][cH:16]2)[C:21](=[O:22])[OH:23])[cH:8][cH:9][cH:10][cH:11]1.